This data is from the Open Reaction Database (ORD), a public repository of structured organic reaction records. The task is: describe an organic reaction: reactants, conditions, products, and yield The reactants are C1(=CC=CC=C1)C=1C=NC=CC1 (3-phenylpyridine), C[Li] (methyllithium). Solvent: C(C)OCC (diethyl ether). The product is C1(=CC=CC=C1)C=1C=CC(=NC1)C (5-Phenyl-2-methylpyridine). As a reaction SMILES: [C:1]1([C:7]2[CH:8]=[N:9][CH:10]=[CH:11][CH:12]=2)[CH:6]=[CH:5][CH:4]=[CH:3][CH:2]=1.[CH3:13][Li]>C(OCC)C>[C:1]1([C:7]2[CH:12]=[CH:11][C:10]([CH3:13])=[N:9][CH:8]=2)[CH:2]=[CH:3][CH:4]=[CH:5][CH:6]=1. Procedure details: To a cooled (−70° C.) solution of 3-phenylpyridine (1.43 mL, 10.0 mmoles) in diethyl ether (7.5 mL) is added dropwise methyllithium (LiBr complex, 1.5 M in diethyl ether, 7.33 mL, 11.0 mmoles). After letting warm to room temperature over 16 hours the reaction is cooled (0° C.) and quenched with distilled water (5 mL). The reaction is then extracted with methylene chloride, the organic layer isolated and concentrated, and the resulting residue purified by column chromatography (silica, 3:1 hexane... The reactants are O=C([O-])[O-], CN(C)C=O, CI, [K+], [K+], COc1ccccc1CCN(CCCCC(=O)c1ccc2c(c1)CCN2)C(=O)OC(C)(C)C. Yields the product COc1ccccc1CCN(CCCCC(=O)c1ccc2c(c1)CCN2C)C(=O)OC(C)(C)C. Reaction SMILES: [C:1](=[O:2])([O-:3])[O-:4].[CH3:42][N:43]([CH3:44])[CH:45]=[O:46].[CH3:7][I:8].[K+:5].[K+:6].[NH:9]1[CH2:10][CH2:11][c:12]2[cH:13][c:14]([C:18]([CH2:19][CH2:20][CH2:21][CH2:22][N:23]([C:24]([O:25][C:26]([CH3:27])([CH3:28])[CH3:29])=[O:30])[CH2:31][CH2:32][c:33]3[c:34]([O:39][CH3:40])[cH:35][cH:36][cH:37][cH:38]3)=[O:41])[cH:15][cH:16][c:17]21>>[CH3:1][N:9]1[CH2:10][CH2:11][c:12]2[cH:13][c:14]([C:18]([CH2:19][CH2:20][CH2:21][CH2:22][N:23]([C:24]([O:25][C:26]([CH3:27])([CH3:28])[CH3:29])=[O:30])[CH2:31][CH2:32][c:33]3[c:34]([O:39][CH3:40])[cH:35][cH:36][cH:37][cH:38]3)=[O:41])[cH:15][cH:16][c:17]21. The reactants are FC1=C(C(C(=O)O)=C(C(=C1F)F)F)C(=O)O (3,4,5,6-Tetrafluorophthalic acid), S(O)(O)(=O)=O (Sulfuric acid), CS(=O)C (Dimethyl sulfoxide), C(CCC)OCCCC (n-butyl ether). The solvent is C1(=CC=CC=C1)C (toluene), C(C)N(CC)CC (triethylamine), O (water). Reaction conditions: time 37.5 minute. Product: FC1=C(C(=O)O)C=C(C(=C1F)F)F (2,3,4,5-tetrafluorobenzoic acid). The yield is 93.7%. As a reaction SMILES: [F:1][C:2]1[C:10]([F:11])=[C:9]([F:12])[C:8]([F:13])=[C:4](C(O)=O)[C:3]=1[C:14]([OH:16])=[O:15].CS(C)=O.C(OCCCC)CCC.S(=O)(=O)(O)O>C1(C)C=CC=CC=1.O.C(N(CC)CC)C>[F:1][C:2]1[C:10]([F:11])=[C:9]([F:12])[C:8]([F:13])=[CH:4][C:3]=1[C:14]([OH:16])=[O:15]. Procedure details: 3,4,5,6-Tetrafluorophthalic acid (58 g) was added to a two liter flask. Dimethyl sulfoxide (230 ml) followed by triethylamine (11.5 ml) were then added and the mixture heated over a 20 minute period to 115°-120° C. The solution was heated with stirring at 115°-120° C. for another 35-40 minutes and then cooled with an ice bath. Demineralized water (580 ml) followed by n-butyl ether (250 ml) and toluene (350 ml) were added. Sulfuric acid (99%, 3.5 ml) was then cautiously added with stirring and co... The reactants are C(CC)S(=O)(=O)C1=CC=C(C=O)C=C1 (4-(Propylsulphonyl)benzaldehyde), C(C)(C)(C)S(=O)N (tert-butyl sulphinamide). The reagents and catalysts are [O-]CC.[Ti+5].[O-]CC.[O-]CC.[O-]CC.[O-]CC (titanium(V) ethoxide). Solvent: C1CCOC1 (THF). Conditions: time 8 hour. Product: CC(C)(C)S(=O)/N=C/C1=CC=C(C=C1)S(=O)(=O)CCC (2-Methyl-N-{(1E)-[4-(propylsulphonyl)phenyl]methylene}propane-2-sulphinamide). RXN SMILES: [CH2:1]([S:4]([C:7]1[CH:14]=[CH:13][C:10]([CH:11]=O)=[CH:9][CH:8]=1)(=[O:6])=[O:5])[CH2:2][CH3:3].[C:15]([S:19]([NH2:21])=[O:20])([CH3:18])([CH3:17])[CH3:16]>[O-]CC.[Ti+5].[O-]CC.[O-]CC.[O-]CC.[O-]CC.C1COCC1>[CH3:16][C:15]([S:19](/[N:21]=[CH:11]/[C:10]1[CH:13]=[CH:14][C:7]([S:4]([CH2:1][CH2:2][CH3:3])(=[O:6])=[O:5])=[CH:8][CH:9]=1)=[O:20])([CH3:18])[CH3:17] |f:2.3.4.5.6.7|. Procedure details: 4-(Propylsulphonyl)benzaldehyde (1.81 g, 8.53 mmol, prepared as described in Example 47a, tert-butyl sulphinamide (1.55 g, 12.8 mmol), titanium(V) ethoxide (3.58 mL, 17.1 mmol) and THF (50 mL) were heated at reflux for 3 h then stirred at room temperature overnight. The reaction mixture was quenched with water (200 mL) before addition of ethyl acetate (200 mL). Celite was added and the mixture stirred for 15 min before being filtered. The phases were separated and the organic extract dried (MgSO...